This data is from the Open Reaction Database (ORD), a public repository of structured organic reaction records. The task is: describe an organic reaction: reactants, conditions, products, and yield Reactants: ClC1=C(C(=O)OC)C=C(C(=N1)Cl)F (methyl 2,6-dichloro-5-fluoronicotinate), C[O-].[Na+].CO (sodium methoxide methanol), O (water), C(C)(=O)OCC (ethyl acetate). The solvent is CO (methanol), CO (methanol). Conditions: time 40 minute. The product is ClC1=C(C(=O)OC)C=C(C(=N1)OC)F (methyl 2-chloro-5-fluoro-6-methoxynicotinate). RXN SMILES: [Cl:1][C:2]1[N:11]=[C:10](Cl)[C:9]([F:13])=[CH:8][C:3]=1[C:4]([O:6][CH3:7])=[O:5].C[O-].[Na+].CO.O.[C:20](OCC)(=[O:22])C>CO>[Cl:1][C:2]1[N:11]=[C:10]([O:22][CH3:20])[C:9]([F:13])=[CH:8][C:3]=1[C:4]([O:6][CH3:7])=[O:5] |f:1.2.3|. Reported procedure: To a solution of 1.5 g of methyl 2,6-dichloro-5-fluoronicotinate in 12 mL of methanol, a solution of 1.3 g of 28% sodium methoxide/methanol in 3 mL of methanol was dropped, and the mixture was stirred at room temperature for 40 minutes. Thereto were added water and ethyl acetate, the organic layer was separated, and the aqueous layer was extracted with ethyl acetate. The organic layer and the extract were combined, the resultant solution was washed with water and a saturated aqueous sodium chlor... The reactants are FC1=CC=C(C=C1)C1=C(C=C(C=N1)C(=O)N)C1=CC=C(C=C1)S(=O)(=O)C (6-(4-Fluorophenyl)-5-[4-(methylsulfonyl)phenyl]pyridine-3-carboxamide), O=P(Cl)(Cl)Cl (POCl3), ice water. Run at temperature 100 celsius. Yields the product FC1=CC=C(C=C1)C1=C(C=C(C=N1)C#N)C1=CC=C(C=C1)S(=O)(=O)C (6-(4-Fluorophenyl)-5-[4-(methylsulfonyl)phenyl]pyridine-3-carbonitrile). Reported procedure: A mixture of 75 mg (0.20 mMol) of the product of Example 21 and 5 ml of POCl3 was heated to 100° C. for 2 hours, cooled to room temperature, poured into ice-water and extracted with dichloromethane (4×15 ml). The combined organic layers were extracted once with brine, dried over MgSO4 and evaporated to dryness to recover a colorless oil. Trituration with ether gave a colorless solid which was dried at 0.1 mm Hg at 50° C. to give 29.9 mg (42%) of solid: m.p. 178°-181.5° C. Yield: 42.4%. As a reaction SMILES: [F:1][C:2]1[CH:7]=[CH:6][C:5]([C:8]2[N:13]=[CH:12][C:11]([C:14]([NH2:16])=O)=[CH:10][C:9]=2[C:17]2[CH:22]=[CH:21][C:20]([S:23]([CH3:26])(=[O:25])=[O:24])=[CH:19][CH:18]=2)=[CH:4][CH:3]=1.O=P(Cl)(Cl)Cl>>[F:1][C:2]1[CH:3]=[CH:4][C:5]([C:8]2[N:13]=[CH:12][C:11]([C:14]#[N:16])=[CH:10][C:9]=2[C:17]2[CH:22]=[CH:21][C:20]([S:23]([CH3:26])(=[O:25])=[O:24])=[CH:19][CH:18]=2)=[CH:6][CH:7]=1. Starting materials: BrC1(C(N(C2=NC=CC=C21)C=2C=NC=CC2)=O)Br (3,3-dibromo-1-pyridin-3-yl-1,3-dihydro-pyrrolo[2,3-b]pyridin-2-one), C(O)([O-])=O.[Na+] (sodium hydrogen carbonate). The reagents and catalysts are [Pd] (palladium on activated charcoal). Solvent: C(C)O (ethanol). Reaction conditions: time 19 hour. Yields the product N1=CC(=CC=C1)N1C(CC=2C1=NC=CC2)=O (1-pyridin-3-yl-1,3-dihydro-pyrrolo[2,3-b]pyridin-2-one). The yield is 31.3%. Reaction SMILES: Br[C:2]1(Br)[C:10]2[C:5](=[N:6][CH:7]=[CH:8][CH:9]=2)[N:4]([C:11]2[CH:12]=[N:13][CH:14]=[CH:15][CH:16]=2)[C:3]1=[O:17].C(=O)([O-])O.[Na+]>[Pd].C(O)C>[N:13]1[CH:14]=[CH:15][CH:16]=[C:11]([N:4]2[C:5]3=[N:6][CH:7]=[CH:8][CH:9]=[C:10]3[CH2:2][C:3]2=[O:17])[CH:12]=1 |f:1.2|. Procedure details: 3,3-dibromo-1-pyridin-3-yl-1,3-dihydro-pyrrolo[2,3-b]pyridin-2-one (crude, 2.12 g) and 10% by weight palladium on activated charcoal (750 mg) are suspended in absolute ethanol (85 mL). This mixture is allowed to stir under a hydrogen atmosphere at atmospheric pressure for 19 hours. The reaction mixture is filtered through a pad of hyflo, washing the cake well with copious amounts of boiling ethanol. Concentration of the filtrate gives crude 1-pyridin-3-yl-1,3-dihydro-pyrrolo[2,3-b]pyridin-2-one ... Starting materials: C(=O)(O)C=1C=NN(C1S(=O)(=O)N)C1=NC=CC=C1 (4-carboxy-1-(2-pyridyl)pyrazole-5-sulfonamide), CS(=O)(=O)O (methanesulfonic acid), C(C=C)O (allyl alcohol). Reaction conditions: temperature 110 celsius, time 18 hour. Yields the product C(C=C)C(=O)C=1C=NN(C1S(=O)(=O)N)C1=NC=CC=C1 (4-allylcarbonyl-1-(2-pyridyl)pyrazole-5-sulfonamide). As a reaction SMILES: [C:1]([C:4]1[CH:5]=[N:6][N:7]([C:13]2[CH:18]=[CH:17][CH:16]=[CH:15][N:14]=2)[C:8]=1[S:9]([NH2:12])(=[O:11])=[O:10])([OH:3])=O.CS(O)(=O)=O.[CH2:24](O)[CH:25]=[CH2:26]>>[CH2:26]([C:1]([C:4]1[CH:5]=[N:6][N:7]([C:13]2[CH:18]=[CH:17][CH:16]=[CH:15][N:14]=2)[C:8]=1[S:9]([NH2:12])(=[O:11])=[O:10])=[O:3])[CH:25]=[CH2:24]. Procedure: To a mixture of 2.2 of 4-carboxy-1-(2-pyridyl)pyrazole-5-sulfonamide and 20 ml of allyl alcohol, 1 ml of methanesulfonic acid was added, followed by stirring at 110° C. for 18 hours. The reaction mixture was concentrated under reduced pressure, and purified by silica gel chromatography to obtain 0.7 g of the title compound. m.p.: 140° to 142° C. The reactants are C(CCC)(=O)C1=C(C=CC(=C1)Cl)NS(=O)(=O)C(F)(F)F (N-(2-butyryl-4-chlorophenyl)trifluoromethanesulfonamide), Cl.ClC1=CC=C(C=C1)ON (O-(4-chlorophenyl)hydroxylamine hydrochloride), CC(=O)[O-].[Na+] (NaOAc). Yield: 62.2%. RXN SMILES: [C:1]([C:6]1[CH:11]=[C:10]([Cl:12])[CH:9]=[CH:8][C:7]=1[NH:13][S:14]([C:17]([F:20])([F:19])[F:18])(=[O:16])=[O:15])(=O)[CH2:2][CH2:3][CH3:4].Cl.[Cl:22][C:23]1[CH:28]=[CH:27][C:26]([O:29][NH2:30])=[CH:25][CH:24]=1.CC([O-])=O.[Na+]>CCO>[Cl:12][C:10]1[CH:9]=[CH:8][C:7]([NH:13][S:14]([C:17]([F:20])([F:19])[F:18])(=[O:16])=[O:15])=[C:6]([C:1](=[N:30][O:29][C:26]2[CH:27]=[CH:28][C:23]([Cl:22])=[CH:24][CH:25]=2)[CH2:2][CH2:3][CH3:4])[CH:11]=1 |f:1.2,3.4|. Run in CCO (EtOH). Reported procedure: A solution of N-(2-butyryl-4-chlorophenyl)trifluoromethanesulfonamide 29A (333 mg, 1.0 mmol), O-(4-chlorophenyl)hydroxylamine hydrochloride (200 mg, 1.10 mmol) and anhydrous NaOAc (91 mg, 1.10 mmol) in EtOH (30 mL) was stirred for 15 hours at RT. The reaction mixture was concentrated under vacuum, the residue filtered through a pad of silica (eluting with CH2Cl2/PE, 1:4) and the solvent removed under reduced pressure. The residue was purified by radial thin layer chromatography (eluting with CH2... Yields the product ClC1=CC(=C(C=C1)NS(=O)(=O)C(F)(F)F)C(CCC)=NOC1=CC=C(C=C1)Cl (N-{4-chloro-2-[1-(4-chlorophenoxyimino)butyl]phenyl}trifluoromethanesulfonamide). Starting materials: BrCC(=O)C1=C(N=C(S1)N(C=O)C)C (5-(2-bromoacetyl)-2-(N-methylformamido)-4-methylthiazole), C(N)(=N)NC(=S)N (N-amidinothiourea). Run in CO (methanol). Reaction conditions: temperature 5 celsius. The product is N(C(=N)N)C=1SC=C(N1)C1=C(N=C(S1)N(C=O)C)C (5-(2-guanidinothiazol-4-yl)-2-(N-methylformamido)-4-methylthiazole). Yield: 93.2%. RXN SMILES: Br[CH2:2][C:3]([C:5]1[S:9][C:8]([N:10]([CH3:13])[CH:11]=[O:12])=[N:7][C:6]=1[CH3:14])=O.[C:15]([NH:18][C:19]([NH2:21])=[S:20])(=[NH:17])[NH2:16]>CO>[NH:18]([C:19]1[S:20][CH:2]=[C:3]([C:5]2[S:9][C:8]([N:10]([CH3:13])[CH:11]=[O:12])=[N:7][C:6]=2[CH3:14])[N:21]=1)[C:15]([NH2:17])=[NH:16]. Reported procedure: A solution of 5-(2-bromoacetyl)-2-(N-methylformamido)-4-methylthiazole (2.77 g) and N-amidinothiourea (2.37 g) in methanol (30 ml) was stirred for 4 hours at ambient temperature and for 60 minutes under refluxing. The reaction mixture was cooled to 5° C. The resulting precipitate was collected by filtration, washed with cold methanol (5 ml×2) and dried under reduced pressure to give 5-(2-guanidinothiazol-4-yl)-2-(N-methylformamido)-4-methylthiazole (2.76 g).